Dataset: the Open Reaction Database (ORD), a public repository of structured organic reaction records. Task: describe an organic reaction: reactants, conditions, products, and yield Starting materials: [Cl-].[Na+] (sodium chloride), ClC1=C(C=CC=C1O)C(F)(F)F (2-chloro-3-hydroxybenzotrifluoride), COCCl (chloromethyl methyl ether), [H-].[Na+] (sodium hydride). Run in C1CCOC1 (THF). Conditions: temperature 12 celsius, time 16 hour. Yields the product ClC1=C(C=CC=C1C(F)(F)F)OCOC (2-chloro-1-(methoxymethoxy)-3-(trifluoromethyl)benzene). Yield: 110.7%. Reaction SMILES: [H-].[Na+].[Cl:3][C:4]1[C:9]([OH:10])=[CH:8][CH:7]=[CH:6][C:5]=1[C:11]([F:14])([F:13])[F:12].[CH3:15][O:16][CH2:17]Cl.[Cl-].[Na+]>C1COCC1>[Cl:3][C:4]1[C:5]([C:11]([F:12])([F:13])[F:14])=[CH:6][CH:7]=[CH:8][C:9]=1[O:10][CH2:15][O:16][CH3:17] |f:0.1,4.5|. Procedure details: To a suspension of sodium hydride (3.78 g) in THF (150 mL) were added dropwise 2-chloro-3-hydroxybenzotrifluoride (12.4 g) and chloromethyl methyl ether (6.10 g) under ice-cooling, and the mixture was stirred at 12° C. for 16 hr. The reaction mixture was poured into saturated aqueous sodium chloride solution, and the mixture was extracted with ethyl acetate. The organic layer was dried over anhydrous sodium sulfate, and the solvent was evaporated under reduced pressure to give the title compound... Starting materials: [N+](=O)([O-])C1=CC=C(COC(=O)N2[C@@H](C[C@@H](C2)SC(C)=O)CCCCC(=O)OC(C)(C)C)C=C1 ((2R,4S)-1-p-Nitrobenzyloxycarbonyl-2-(4-t-butyloxycarbonylbutyl)-4-acetylthiopyrrolidine). The solvent is FC(C(=O)O)(F)F (trifluoroacetic acid). Conditions: time 15 minute. Yields the product [N+](=O)([O-])C1=CC=C(COC(=O)N2[C@@H](C[C@@H](C2)SC(C)=O)CCCCC(=O)O)C=C1 ((2R,4S)-1-p-nitrobenzyloxycarbonyl-2-(4-carboxybutyl)-4-acetylthiopyrrolidine). RXN SMILES: [N+:1]([C:4]1[CH:33]=[CH:32][C:7]([CH2:8][O:9][C:10]([N:12]2[CH2:16][C@@H:15]([S:17][C:18](=[O:20])[CH3:19])[CH2:14][C@H:13]2[CH2:21][CH2:22][CH2:23][CH2:24][C:25]([O:27]C(C)(C)C)=[O:26])=[O:11])=[CH:6][CH:5]=1)([O-:3])=[O:2]>FC(F)(F)C(O)=O>[N+:1]([C:4]1[CH:5]=[CH:6][C:7]([CH2:8][O:9][C:10]([N:12]2[CH2:16][C@@H:15]([S:17][C:18](=[O:20])[CH3:19])[CH2:14][C@H:13]2[CH2:21][CH2:22][CH2:23][CH2:24][C:25]([OH:27])=[O:26])=[O:11])=[CH:32][CH:33]=1)([O-:3])=[O:2]. Procedure details: (2R,4S)-1-p-Nitrobenzyloxycarbonyl-2-(4-t-butyloxycarbonylbutyl)-4-acetylthiopyrrolidine (493 mg) was dissolved in 2.5 ml of trifluoroacetic acid, followed by stirring at room temperature for 15 minutes. The reaction mixture was distilled off to obtain (2R,4S)-1-p-nitrobenzyloxycarbonyl-2-(4-carboxybutyl)-4-acetylthiopyrrolidine. The reactants are CC(C)OP(=O)(CP(=O)(OC(C)C)OC(C)C)OC(C)C, CN(C)C=O, [H-], [Na+], O, COc1cc(COc2nn(-c3ccccc3)cc2C=O)ccc1OCc1nc(-c2ccco2)oc1C. Product: COc1cc(COc2nn(-c3ccccc3)cc2C=CP(=O)(OC(C)C)OC(C)C)ccc1OCc1nc(-c2ccco2)oc1C. Reaction SMILES: [CH2:37]([P:38](=[O:39])([O:40][CH:41]([CH3:42])[CH3:43])[O:44][CH:45]([CH3:46])[CH3:47])[P:48]([O:49][CH:50]([CH3:51])[CH3:52])([O:53][CH:54]([CH3:55])[CH3:56])=[O:57].[CH3:58][N:59]([CH3:60])[CH:61]=[O:62].[H-:63].[Na+:64].[OH2:65].[o:1]1[c:2](-[c:6]2[o:7][c:8]([CH3:36])[c:9]([CH2:11][O:12][c:13]3[c:14]([O:34][CH3:35])[cH:15][c:16]([CH2:17][O:18][c:19]4[n:20][n:21](-[c:26]5[cH:27][cH:28][cH:29][cH:30][cH:31]5)[cH:22][c:23]4[CH:24]=[O:25])[cH:32][cH:33]3)[n:10]2)[cH:3][cH:4][cH:5]1>>[o:1]1[c:2](-[c:6]2[o:7][c:8]([CH3:36])[c:9]([CH2:11][O:12][c:13]3[c:14]([O:34][CH3:35])[cH:15][c:16]([CH2:17][O:18][c:19]4[n:20][n:21](-[c:26]5[cH:27][cH:28][cH:29][cH:30][cH:31]5)[cH:22][c:23]4[CH:24]=[CH:37][P:48]([O:49][CH:50]([CH3:51])[CH3:52])([O:53][CH:54]([CH3:55])[CH3:56])=[O:57])[cH:32][cH:33]3)[n:10]2)[cH:3][cH:4][cH:5]1. Reactants: ClC1=CN=C(C(=N1)N)OC (6-chloro-3-methoxy-2-pyrazinamine), ClC1=C(C=CC=C1Cl)S(=O)(=O)Cl (2,3-dichlorobenzenesulphonyl chloride). Yields the product ClC1=C(C=CC=C1Cl)S(=O)(=O)NC1=NC(=CN=C1OC)Cl (2,3-Dichloro-N-(6-Chloro-3-methoxy-2-pyrazinyl)benzenesulphonamide). Reaction SMILES: [Cl:1][C:2]1[N:7]=[C:6]([NH2:8])[C:5]([O:9][CH3:10])=[N:4][CH:3]=1.[Cl:11][C:12]1[C:17]([Cl:18])=[CH:16][CH:15]=[CH:14][C:13]=1[S:19](Cl)(=[O:21])=[O:20]>>[Cl:11][C:12]1[C:17]([Cl:18])=[CH:16][CH:15]=[CH:14][C:13]=1[S:19]([NH:8][C:6]1[C:5]([O:9][CH3:10])=[N:4][CH:3]=[C:2]([Cl:1])[N:7]=1)(=[O:21])=[O:20]. Procedure: Prepared by the method of Example 1 (reaction performed at room temperature) using 6-chloro-3-methoxy-2-pyrazinamine (0.24 g) and 2,3-dichlorobenzenesulphonyl chloride (0.32 g). Yield 0.24 g.